Dataset: the Open Reaction Database (ORD), a public repository of structured organic reaction records. Task: describe an organic reaction: reactants, conditions, products, and yield Solvent: C1(=CC=CC=C1)C (toluene). Starting materials: ICOC(=O)N1C=C(C2=CC=CC=C12)CC(C)(C(NC(C)C1=CC=CC=C1)=O)NC(=O)OCC=1OC2=C(C1)C=CC=C2 (3-[2-(Benzofuran-2-ylmethoxycarbonylamino)-2-(1-phenyl-ethylcarbamoyl)propyl]-indol-1-carboxylic acid iodomethyl ester), C(=O)(O)C1=CC=C(C=O)C=C1 (4-carboxybenzaldehyde). The product is C(=O)C1=CC=C(C(=O)OCOC(=O)N2C=C(C3=CC=CC=C23)CC(C)(C(NC(C)C2=CC=CC=C2)=O)NC(=O)OCC=2OC3=C(C2)C=CC=C3)C=C1 (3-[2-(Benzofuran-2-ylmethoxycarbonylamino)-2-(1-phenyl-ethylcarbamoyl)-propyl]-indole-1-carboxylic acid 4-formylbenzoyloxymethyl ester). Procedure: Compound 7 (1.7 g, 2.5 mmol) and the silver salt of 4-carboxybenzaldehyde (1.29 g, 5.0 mmol) in dry toluene (50 mL) was refluxed for 30 minutes to give a yellow suspension. The solid was removed by filtration through celite, and the solid cake was washed with toluene. The filtrate was concentrated to give a syrup, which was purified by silica gel column eluting with CHCl3 to give compound 19 as a white foam (1.41 g, 80%). The yield is 80.4%. RXN SMILES: I[CH2:2][O:3][C:4]([N:6]1[C:14]2[C:9](=[CH:10][CH:11]=[CH:12][CH:13]=2)[C:8]([CH2:15][C:16]([NH:29][C:30]([O:32][CH2:33][C:34]2[O:35][C:36]3[CH:42]=[CH:41][CH:40]=[CH:39][C:37]=3[CH:38]=2)=[O:31])([C:18](=[O:28])[NH:19][CH:20]([C:22]2[CH:27]=[CH:26][CH:25]=[CH:24][CH:23]=2)[CH3:21])[CH3:17])=[CH:7]1)=[O:5].[C:43]([C:46]1[CH:53]=[CH:52][C:49]([CH:50]=[O:51])=[CH:48][CH:47]=1)([OH:45])=[O:44]>C1(C)C=CC=CC=1.[Ag]>[CH:50]([C:49]1[CH:52]=[CH:53][C:46]([C:43]([O:45][CH2:2][O:3][C:4]([N:6]2[C:14]3[C:9](=[CH:10][CH:11]=[CH:12][CH:13]=3)[C:8]([CH2:15][C:16]([NH:29][C:30]([O:32][CH2:33][C:34]3[O:35][C:36]4[CH:42]=[CH:41][CH:40]=[CH:39][C:37]=4[CH:38]=3)=[O:31])([C:18](=[O:28])[NH:19][CH:20]([C:22]3[CH:27]=[CH:26][CH:25]=[CH:24][CH:23]=3)[CH3:21])[CH3:17])=[CH:7]2)=[O:5])=[O:44])=[CH:47][CH:48]=1)=[O:51]. The reagents and catalysts are [Ag] (silver). Starting materials: COC1=CC=C(N)C=C1 (p-methoxyaniline), COC=C(C(=O)OCC)C(=O)OCC (diethyl 2-(methoxymethylene)malonate). Reaction conditions: temperature 100 celsius, time 2 hour. The product is COC1=CC=C(C=C1)NC=C(C(=O)OCC)C(=O)OCC (diethyl 2-((4-methoxyphenylamino)methylene)malonate). Reaction SMILES: [CH3:1][O:2][C:3]1[CH:9]=[CH:8][C:6]([NH2:7])=[CH:5][CH:4]=1.CO[CH:12]=[C:13]([C:19]([O:21][CH2:22][CH3:23])=[O:20])[C:14]([O:16][CH2:17][CH3:18])=[O:15]>>[CH3:1][O:2][C:3]1[CH:9]=[CH:8][C:6]([NH:7][CH:12]=[C:13]([C:14]([O:16][CH2:17][CH3:18])=[O:15])[C:19]([O:21][CH2:22][CH3:23])=[O:20])=[CH:5][CH:4]=1. Procedure details: In a flask maintained under reduce pressure, p-methoxyaniline (35.1 g, 280 mmol) and diethyl 2-(methoxymethylene)malonate (73.97 g, 340 mmol) were stirred at 100° C. for two h. The crude mixture was used without further purification. Reactants: O=C([O-])[O-], COC(=O)CCCCCOc1ccc2nc(Cl)n(-c3ccc(C)cc3)c2c1, CN(C)C=O, [Cl-], [K+], [K+], [NH4+], O, Sc1ccccc1. Product: COC(=O)CCCCCOc1ccc2nc(Sc3ccccc3)n(-c3ccc(C)cc3)c2c1. RXN SMILES: [C:28](=[O:29])([O-:30])[O-:31].[CH3:1][O:2][C:3]([CH2:4][CH2:5][CH2:6][CH2:7][CH2:8][O:9][c:10]1[cH:11][cH:12][c:13]2[c:14]([n:15](-[c:19]3[cH:20][cH:21][c:22]([CH3:25])[cH:23][cH:24]3)[c:16]([Cl:18])[n:17]2)[cH:26]1)=[O:27].[CH3:43][N:44]([CH3:45])[CH:46]=[O:47].[Cl-:41].[K+:32].[K+:33].[NH4+:42].[OH2:48].[SH:34][c:35]1[cH:36][cH:37][cH:38][cH:39][cH:40]1>>[CH3:1][O:2][C:3]([CH2:4][CH2:5][CH2:6][CH2:7][CH2:8][O:9][c:10]1[cH:11][cH:12][c:13]2[c:14]([n:15](-[c:19]3[cH:20][cH:21][c:22]([CH3:25])[cH:23][cH:24]3)[c:16]([S:34][c:35]3[cH:36][cH:37][cH:38][cH:39][cH:40]3)[n:17]2)[cH:26]1)=[O:27]. As a reaction SMILES: [CH3:16][c:17]1[cH:18][cH:19][cH:20][cH:21][cH:22]1.[CH:1](=[O:2])[c:3]1[cH:4][cH:5][cH:6][cH:7][cH:8]1.[NH2:9][CH:10]1[CH2:11][NH:12][CH2:13][CH2:14][CH2:15]1>>[CH:1]([c:3]1[cH:4][cH:5][cH:6][cH:7][cH:8]1)=[N:9][CH:10]1[CH2:11][NH:12][CH2:13][CH2:14][CH2:15]1. The product is C(=NC1CCCNC1)c1ccccc1. Starting materials: Cc1ccccc1, O=Cc1ccccc1, NC1CCCNC1. The reactants are Cl.Cl.N1CCC(CC1)N1C(NC2=NC=CC=C21)=O (1-piperidin-4-yl-1,3-dihydroimidazo[4,5-b]pyridin-2-one dihydrochloride), ClC1=NC(=CC(=C1)C(=O)N1CCC2=CC(=CC=C12)F)OC ((2-chloro-6-methoxypyridin-4-yl)-(5-fluoro-2,3-dihydroindol-1-yl)-methanone), C([O-])([O-])=O.[K+].[K+] (potassium carbonate). The solvent is CN1CCCC1=O (NMP). Reaction conditions: temperature 130 celsius, time 8 hour. The product is FC=1C=C2CCN(C2=CC1)C(=O)C1=CC(=NC(=C1)OC)N1CCC(CC1)N1C(NC2=NC=CC=C21)=O (1-[4′-(5-fluoro-2,3-dihydroindole-1-carbonyl)-6′-methoxy-3,4,5,6-tetrahydro-2H-[1,2′]bipyridinyl-4-yl]-1,3-dihydroimidazo[4,5-b]pyridin-2-one). RXN SMILES: Cl.Cl.[NH:3]1[CH2:8][CH2:7][CH:6]([N:9]2[C:17]3[C:12](=[N:13][CH:14]=[CH:15][CH:16]=3)[NH:11][C:10]2=[O:18])[CH2:5][CH2:4]1.Cl[C:20]1[CH:25]=[C:24]([C:26]([N:28]2[C:36]3[C:31](=[CH:32][C:33]([F:37])=[CH:34][CH:35]=3)[CH2:30][CH2:29]2)=[O:27])[CH:23]=[C:22]([O:38][CH3:39])[N:21]=1.C(=O)([O-])[O-].[K+].[K+]>CN1C(=O)CCC1>[F:37][C:33]1[CH:32]=[C:31]2[C:36](=[CH:35][CH:34]=1)[N:28]([C:26]([C:24]1[CH:23]=[C:22]([O:38][CH3:39])[N:21]=[C:20]([N:3]3[CH2:4][CH2:5][CH:6]([N:9]4[C:17]5[C:12](=[N:13][CH:14]=[CH:15][CH:16]=5)[NH:11][C:10]4=[O:18])[CH2:7][CH2:8]3)[CH:25]=1)=[O:27])[CH2:29][CH2:30]2 |f:0.1.2,4.5.6|. Reported procedure: A mixture of 0.361 g (1.24 mmol) 1-piperidin-4-yl-1,3-dihydroimidazo[4,5-b]pyridin-2-one dihydrochloride, 0.380 mg (1.24 mmol) (2-chloro-6-methoxypyridin-4-yl)-(5-fluoro-2,3-dihydroindol-1-yl)-methanone and 514 mg (3.72 mmol) potassium carbonate in 3.0 mL NMP was stirred for 8 h at 130° C. After cooling the reaction mixture to RT the precipitate formed was filtered off and purified by preparative HPLC. The fractions containing the product were combined and evaporated down i. vac. Reactants: styrene maleic anhydride copolymer, styrene maleic anhydride copolymer, C=CC1=CC=CC=C1 (styrene), C1(\C=C/C(=O)O1)=O (maleic anhydride). The product is C1(\C=C/C(=O)O1)=O.C=CC1=CC=CC=C1 (styrene maleic anhydride). As a reaction SMILES: [CH2:1]=[CH:2][C:3]1[CH:8]=[CH:7][CH:6]=[CH:5][CH:4]=1.[C:9]1(=[O:15])[O:14][C:12](=[O:13])[CH:11]=[CH:10]1>>[C:12]1(=[O:13])[O:14][C:9](=[O:15])[CH:10]=[CH:11]1.[CH2:1]=[CH:2][C:3]1[CH:8]=[CH:7][CH:6]=[CH:5][CH:4]=1 |f:2.3|. Reported procedure: at least one styrene maleic anhydride copolymer having a styrene to maleic anhydride ratio of 1:1 to 3:1, said styrene maleic anhydride copolymer being present in an amount sufficient to provide 4.8 to 20 parts styrene maleic anhydride per 100 parts adhesive polymer;